From a dataset of the Open Reaction Database (ORD), a public repository of structured organic reaction records. describe an organic reaction: reactants, conditions, products, and yield Reactants: ClC1=CC2=C(SC=C2CN2C(N(CC2)C=2SC(=C(N2)C)C(=O)O)=O)C=C1 (2-(3-((5-chlorobenzo[b]thiophen-3-yl)methyl)-2-oxoimidazolidin-1-yl)-4-methylthiazole-5-carboxylic acid), CC=1N=C(SC1C(=O)O)N1C(N(CC1)CC=1N=COC1C1=CC=CC=C1)=O (4-methyl-2-(2-oxo-3-((5-phenyloxazol-4-yl)methyl)imidazolidin-1-yl)thiazole-5-carboxylic acid), NCC=1C=NC=CC1 (3-(aminomethyl)-pyridine). Product: CC=1N=C(SC1C(=O)NCC=1C=NC=CC1)N1C(N(CC1)CC=1N=COC1C1=CC=CC=C1)=O (4-methyl-2-(2-oxo-3-((5-phenyloxazol-4-yl)methyl)imidazolidin-1-yl)-N-(pyridin-3-ylmethyl)thiazole-5-carboxamide). The yield is 13.0%. Reaction SMILES: ClC1C=CC2SC=C(CN3CCN(C4SC(C(O)=O)=C(C)N=4)C3=O)C=2C=1.[CH3:27][C:28]1[N:29]=[C:30]([N:36]2[CH2:40][CH2:39][N:38]([CH2:41][C:42]3[N:43]=[CH:44][O:45][C:46]=3[C:47]3[CH:52]=[CH:51][CH:50]=[CH:49][CH:48]=3)[C:37]2=[O:53])[S:31][C:32]=1[C:33](O)=[O:34].[NH2:54][CH2:55][C:56]1[CH:57]=[N:58][CH:59]=[CH:60][CH:61]=1>>[CH3:27][C:28]1[N:29]=[C:30]([N:36]2[CH2:40][CH2:39][N:38]([CH2:41][C:42]3[N:43]=[CH:44][O:45][C:46]=3[C:47]3[CH:52]=[CH:51][CH:50]=[CH:49][CH:48]=3)[C:37]2=[O:53])[S:31][C:32]=1[C:33]([NH:54][CH2:55][C:56]1[CH:57]=[N:58][CH:59]=[CH:60][CH:61]=1)=[O:34]. Reported procedure: Following the procedure as described in Example 32, making variations as required to replace 2-(3-((5-chlorobenzo[b]thiophen-3-yl)methyl)-2-oxoimidazolidin-1-yl)-4-methylthiazole-5-carboxylic acid with 4-methyl-2-(2-oxo-3-((5-phenyloxazol-4-yl)methyl)imidazolidin-1-yl)thiazole-5-carboxylic acid to react with 3-(aminomethyl)-pyridine, the title compound was obtained as a colorless solid in 13% yield: mp 78-81° C. (dichloromethane/hexanes); 1H NMR (300 MHz, CDCl3) δ 8.59 (s, 1H), 8.54 (d, J=4.8 Hz... Reactants: CCOCC (Ether), CN[C@H]1[C@@H](CCCC1)N1CCCC1 (Trans-N-Methyl-2-(1-pyrrolidinyl]cyclohexanamine), acid chloride, ClC1=CC=C(OCC(=O)O)C=C1 (4-chlorophenoxyacetic acid). Run in C(Cl)Cl (methylene chloride), C(Cl)Cl (methylene chloride). Run at time 12 hour. Yields the product ClC1=CC=C(OCC(=O)N([C@H]2[C@@H](CCCC2)N2CCCC2)C)C=C1 (trans-2-(4-chlorophenoxy)-N-methyl-N-[2(1-pyrrolidinyl)cyclohexyl]acetamid). Reaction SMILES: [CH3:1][NH:2][C@@H:3]1[CH2:8][CH2:7][CH2:6][CH2:5][C@H:4]1[N:9]1[CH2:13][CH2:12][CH2:11][CH2:10]1.[Cl:14][C:15]1[CH:25]=[CH:24][C:18]([O:19][CH2:20][C:21]([OH:23])=O)=[CH:17][CH:16]=1.CCOCC>C(Cl)Cl>[Cl:14][C:15]1[CH:16]=[CH:17][C:18]([O:19][CH2:20][C:21]([N:2]([CH3:1])[C@@H:3]2[CH2:8][CH2:7][CH2:6][CH2:5][C@H:4]2[N:9]2[CH2:13][CH2:12][CH2:11][CH2:10]2)=[O:23])=[CH:24][CH:25]=1. Procedure: Trans-N-Methyl-2-(1-pyrrolidinyl]cyclohexanamine (0.182 g) was dissolved in methylene chloride (10 ml) and stirred at room temperature. The acid chloride of 4-chlorophenoxyacetic acid (0.205 g) dissolved in methylene chloride (10 ml) was added and let stand for 12 hours. Ether was added to rapidly stirred solution until no more precipitate appeared. After further rapid stirring for one hour, the precipitate was filtered and dried in a vacuum oven at 90° C. for one hour, and stored in a predried ... Starting materials: FC(C=1C=C(C(=O)N2[C@@H](CN(CC2)CC#CCN2C[C@H](OCC2)COC)CC2=CC(=C(C=C2)C)O)C=C(C1)C(F)(F)F)(F)F ((2R)-1-[3,5-bis(trifluoromethyl)benzoyl]-2-(3-hydroxy-4-methylbenzyl)-4-[4-[(2S)-2-(methoxymethyl)-morpholino]-2-butynyl]piperazine). Reagents/catalysts: [Pd].CC(=O)[O-].CC(=O)[O-].[Pb+2] (Lindlar catalyst). The solvent is CO (methanol). Yields the product FC(C=1C=C(C(=O)N2[C@@H](CN(CC2)C\C=C/CN2C[C@H](OCC2)COC)CC2=CC(=C(C=C2)C)O)C=C(C1)C(F)(F)F)(F)F ((2R)-1-[3,5-bis(trifluoromethyl)-benzoyl]-2-(3-hydroxy-4-methylbenzyl)-4-[(Z)-4-[(2S)-2-(methoxymethyl)morpholino]-2-butenyl]piperazine). Yield: 66.5%. RXN SMILES: [F:1][C:2]([F:44])([F:43])[C:3]1[CH:4]=[C:5]([CH:36]=[C:37]([C:39]([F:42])([F:41])[F:40])[CH:38]=1)[C:6]([N:8]1[CH2:13][CH2:12][N:11]([CH2:14][C:15]#[C:16][CH2:17][N:18]2[CH2:23][CH2:22][O:21][C@H:20]([CH2:24][O:25][CH3:26])[CH2:19]2)[CH2:10][C@H:9]1[CH2:27][C:28]1[CH:33]=[CH:32][C:31]([CH3:34])=[C:30]([OH:35])[CH:29]=1)=[O:7]>CO.[Pd].CC([O-])=O.CC([O-])=O.[Pb+2]>[F:42][C:39]([F:40])([F:41])[C:37]1[CH:36]=[C:5]([CH:4]=[C:3]([C:2]([F:1])([F:43])[F:44])[CH:38]=1)[C:6]([N:8]1[CH2:13][CH2:12][N:11]([CH2:14]/[CH:15]=[CH:16]\[CH2:17][N:18]2[CH2:23][CH2:22][O:21][C@H:20]([CH2:24][O:25][CH3:26])[CH2:19]2)[CH2:10][C@H:9]1[CH2:27][C:28]1[CH:33]=[CH:32][C:31]([CH3:34])=[C:30]([OH:35])[CH:29]=1)=[O:7] |f:2.3.4.5|. Procedure: A solution of (2R)-1-[3,5-bis(trifluoromethyl)benzoyl]-2-(3-hydroxy-4-methylbenzyl)-4-[4-[(2S)-2-(methoxymethyl)-morpholino]-2-butynyl]piperazine (0.33 g) in methanol (10 ml) was hydrogenated over Lindlar catalyst (63 mg). After removal of catalyst by filtration, the filtrate was evaporated under reduced pressure. The residue was purified by column chromatography on silica gel using methanol/dichloromethane (1:9) as an eluent. The fractions containing the objective compound were collected and ev... Starting materials: C1N(CCC2=CC=CC=C12)C1=NC=NC2=CC=C(C=C12)I (4-(3,4-dihydro-1H-isoquinolin-2-yl)-6-iodoquinazoline), CC1=NC=2C(=NC=C(C2)B2OC(C(O2)(C)C)(C)C)N1COCC[Si](C)(C)C (2-methyl-6-(4,4,5,5-tetramethyl-1,3,2-dioxaborolan-2-yl)-3-(2-trimethylsilanylethoxymethyl)-3H-imidazo[4,5-b]pyridine), C(O)([O-])=O.[Na+] (sodium hydrogencarbonate). The reagents and catalysts are Cl[Pd]([P](C1=CC=CC=C1)(C2=CC=CC=C2)C3=CC=CC=C3)([P](C4=CC=CC=C4)(C5=CC=CC=C5)C6=CC=CC=C6)Cl (Pd(PPh3)2Cl2). Solvent: O1CCOCC1 (dioxane), O (water), CC(OCC)=O (EA). Yields the product C1N(CCC2=CC=CC=C12)C1=NC=NC2=CC=C(C=C12)C=1C=C2C(=NC1)N(C(=N2)C)COCC[Si](C)(C)C (4-(3,4-dihydro-1H-isoquinolin-2-yl)-6-[2-methyl-3-(2-trimethylsilanylethoxymethyl)-3H-imidazo[4,5-b]pyridin-6-yl]quinazoline). Isolated yield 72.4%. Reaction SMILES: [CH2:1]1[C:10]2[C:5](=[CH:6][CH:7]=[CH:8][CH:9]=2)[CH2:4][CH2:3][N:2]1[C:11]1[C:20]2[C:15](=[CH:16][CH:17]=[C:18](I)[CH:19]=2)[N:14]=[CH:13][N:12]=1.[CH3:22][C:23]1[N:40]([CH2:41][O:42][CH2:43][CH2:44][Si:45]([CH3:48])([CH3:47])[CH3:46])[C:26]2=[N:27][CH:28]=[C:29](B3OC(C)(C)C(C)(C)O3)[CH:30]=[C:25]2[N:24]=1.C(=O)([O-])O.[Na+]>O1CCOCC1.O.CC(=O)OCC.Cl[Pd](Cl)([P](C1C=CC=CC=1)(C1C=CC=CC=1)C1C=CC=CC=1)[P](C1C=CC=CC=1)(C1C=CC=CC=1)C1C=CC=CC=1>[CH2:1]1[C:10]2[C:5](=[CH:6][CH:7]=[CH:8][CH:9]=2)[CH2:4][CH2:3][N:2]1[C:11]1[C:20]2[C:15](=[CH:16][CH:17]=[C:18]([C:29]3[CH:30]=[C:25]4[N:24]=[C:23]([CH3:22])[N:40]([CH2:41][O:42][CH2:43][CH2:44][Si:45]([CH3:46])([CH3:48])[CH3:47])[C:26]4=[N:27][CH:28]=3)[CH:19]=2)[N:14]=[CH:13][N:12]=1 |f:2.3,^1:69,88|. Procedure details: 0.87 g of 4-(3,4-dihydro-1H-isoquinolin-2-yl)-6-iodoquinazoline, 0.96 g of 2-methyl-6-(4,4,5,5-tetramethyl-1,3,2-dioxaborolan-2-yl)-3-(2-trimethylsilanylethoxymethyl)-3H-imidazo[4,5-b]pyridine, 0.52 g of sodium hydrogencarbonate and 0.29 g of Pd(PPh3)2Cl2 in 17 ml of dioxane and 2 ml of water are heated at 90° C. under nitrogen in a flask until the reaction is complete (HPLC check, about 3 hours). The cooled reaction solution is diluted with EA and washed 3 times with water. The organic phase is... The reactants are N[C@H]1[C@@H](C(C2=CC=C(C=C12)[N+](=O)[O-])(C)C)O (trans-3-amino-1,1-dimethyl-2-hydroxy-5-nitro indane), C(C1=CC=CC=C1)N=C=O (benzyl isocyanate). The solvent is C(C)O (ethanol). Product: O[C@H]1[C@@H](C2=CC(=CC=C2C1(C)C)[N+](=O)[O-])NC(=O)NCC1=CC=CC=C1 ((trans)-N-(2-Hydroxy-3,3-dimethyl-6-nitro-1-indanyl)-N'-(phenylmethyl)urea). The yield is 94.4%. Reaction SMILES: [NH2:1][C@@H:2]1[C:10]2[C:5](=[CH:6][CH:7]=[C:8]([N+:11]([O-:13])=[O:12])[CH:9]=2)[C:4]([CH3:15])([CH3:14])[C@H:3]1[OH:16].[CH2:17]([N:24]=[C:25]=[O:26])[C:18]1[CH:23]=[CH:22][CH:21]=[CH:20][CH:19]=1>C(O)C>[OH:16][C@@H:3]1[C:4]([CH3:14])([CH3:15])[C:5]2[C:10](=[CH:9][C:8]([N+:11]([O-:13])=[O:12])=[CH:7][CH:6]=2)[C@H:2]1[NH:1][C:25]([NH:24][CH2:17][C:18]1[CH:23]=[CH:22][CH:21]=[CH:20][CH:19]=1)=[O:26]. Procedure: A solution of trans-3-amino-1,1-dimethyl-2-hydroxy-5-nitro indane (0.75 g, 3.37 mmoles, as prepared in part H of Example 1) and benzyl isocyanate (0.45 g, 3.37 mmoles) in ethanol (6 ml) was heated at reflux for three hours and cooled to room temperature. The reaction product, which had precipitated from solution was collected by suction filtration and dried under vacuum to afford 1.13 g of the title compound as a pure white solid, m.p. 202°-204° C. 1H NMR (DMSO-d6) δ 8.14 (dd, J=2.34 and 8.21 Hz...